Dataset: the Open Reaction Database (ORD), a public repository of structured organic reaction records. Task: describe an organic reaction: reactants, conditions, products, and yield Starting materials: CC(=O)O[BH-](OC(C)=O)OC(C)=O, CC(=O)O, CCCC=O, CC(Cl)Cl, Nc1nccs1, [Na+]. Product: CCCCNc1nccs1. As a reaction SMILES: [C:12]([O:13][BH-:14]([O:15][C:16](=[O:17])[CH3:18])[O:19][C:20](=[O:21])[CH3:22])(=[O:23])[CH3:24].[CH3:26][C:27](=[O:28])[OH:29].[CH:7]([CH2:8][CH2:9][CH3:10])=[O:11].[Cl:30][CH:31]([Cl:32])[CH3:33].[NH2:1][c:2]1[s:3][cH:4][cH:5][n:6]1.[Na+:25]>>[NH:1]([c:2]1[s:3][cH:4][cH:5][n:6]1)[CH2:7][CH2:8][CH2:9][CH3:10]. Reactants: 6c, COC(C1=C(C=C(C(=C1)N)NC)N1CC(CC1)(F)F)=O (methyl-2-[3,3-difluoro-pyrrolidinyl]-4-methylamino-5-amino-benzoate), ClC1=C(CNC(C(C)(C)C)=O)C=CC(=C1N=C=S)Cl (N-(2,4-dichloro-3-isothiocyanato-benzyl)-2,2-dimethyl-propionamide), CC(N=C=NC(C)C)C (DIC). Run in CN(C)C=O (DMF). Product: COC(=O)C1=CC2=C(N(C(=N2)NC2=C(C(=CC=C2Cl)CNC(C(C)(C)C)=O)Cl)C)C=C1N1CC(CC1)(F)F (2-{2,6-Dichloro-3-[(2,2-dimethyl-propionylamino)-methyl]-phenylamino}-6-[3,3-difluoro-pyrrolidinyl]-1-methyl-1H-benzimidazole-5-carboxylic acid methyl ester). RXN SMILES: [CH3:1][O:2][C:3](=[O:20])[C:4]1[CH:9]=[C:8]([NH2:10])[C:7]([NH:11][CH3:12])=[CH:6][C:5]=1[N:13]1[CH2:17][CH2:16][C:15]([F:19])([F:18])[CH2:14]1.[Cl:21][C:22]1[C:35]([N:36]=[C:37]=S)=[C:34]([Cl:39])[CH:33]=[CH:32][C:23]=1[CH2:24][NH:25][C:26](=[O:31])[C:27]([CH3:30])([CH3:29])[CH3:28].CC(C)N=C=NC(C)C>CN(C=O)C>[CH3:1][O:2][C:3]([C:4]1[C:5]([N:13]2[CH2:17][CH2:16][C:15]([F:19])([F:18])[CH2:14]2)=[CH:6][C:7]2[N:11]([CH3:12])[C:37]([NH:36][C:35]3[C:34]([Cl:39])=[CH:33][CH:32]=[C:23]([CH2:24][NH:25][C:26](=[O:31])[C:27]([CH3:30])([CH3:29])[CH3:28])[C:22]=3[Cl:21])=[N:10][C:8]=2[CH:9]=1)=[O:20]. Procedure: The title compound is prepared in analogy to 6c from methyl-2-[3,3-difluoro-pyrrolidinyl]-4-methylamino-5-amino-benzoate (1.19 g, 4.17 mmol), and N-(2,4-dichloro-3-isothiocyanato-benzyl)-2,2-dimethyl-propionamide (1.32 g, 4.17 mmol), DIC (0.65 mL, 4.2 mmol) and DMF (20 mL). Product: C(#N)C=1C=C(C(=O)OC)C=C(C1)C(F)(F)F (methyl 3-cyano-5-(trifluoromethyl)benzoate). The yield is 64.0%. As a reaction SMILES: Br[C:2]1[CH:3]=[C:4]([CH:9]=[C:10]([C:12]([F:15])([F:14])[F:13])[CH:11]=1)[C:5]([O:7][CH3:8])=[O:6].[CH3:16][N:17](C=O)C>[C-]#N.[Zn+2].[C-]#N.C1C=CC([P]([Pd]([P](C2C=CC=CC=2)(C2C=CC=CC=2)C2C=CC=CC=2)([P](C2C=CC=CC=2)(C2C=CC=CC=2)C2C=CC=CC=2)[P](C2C=CC=CC=2)(C2C=CC=CC=2)C2C=CC=CC=2)(C2C=CC=CC=2)C2C=CC=CC=2)=CC=1>[C:16]([C:2]1[CH:3]=[C:4]([CH:9]=[C:10]([C:12]([F:15])([F:14])[F:13])[CH:11]=1)[C:5]([O:7][CH3:8])=[O:6])#[N:17] |f:2.3.4,^1:29,31,50,69|. Conditions: time 20 minute. The reactants are BrC=1C=C(C(=O)OC)C=C(C1)C(F)(F)F (methyl 3-bromo-5-(trifluoromethyl)benzoate), CN(C)C=O (DMF). Reagents/catalysts: [C-]#N.[Zn+2].[C-]#N (zinc cyanide), C=1C=CC(=CC1)[P](C=2C=CC=CC2)(C=3C=CC=CC3)[Pd]([P](C=4C=CC=CC4)(C=5C=CC=CC5)C=6C=CC=CC6)([P](C=7C=CC=CC7)(C=8C=CC=CC8)C=9C=CC=CC9)[P](C=1C=CC=CC1)(C=1C=CC=CC1)C=1C=CC=CC1 (tetrakis(triphenylphosphine)palladium(0)). Reported procedure: A mixture of methyl 3-bromo-5-(trifluoromethyl)benzoate (5.10 g, 0.0180 mol), zinc cyanide (1.26 g, 0.0107 mol) and tetrakis(triphenylphosphine)palladium(0) (0.910 g, 0.000787 mol) in DMF (50 mL) was subjected to MWI for 20 min at 230° C. The solvent was evaporated and the residue was suspended in EtOAc. The organic solution was and washed with 1N HCl, water and brine, dried and concentrated. The residue was purified by column chromatography to give methyl 3-cyano-5-(trifluoromethyl)benzoate (2.... Starting materials: CCOC(C)=O, Cc1cc(C2CC2)cc(C)c1Oc1nc(Cl)nc2[nH]ccc12, N#Cc1ccc(N)cc1, O=C(O)C(F)(F)F, OCC(F)(F)F. The product is Cc1cc(C2CC2)cc(C)c1Oc1nc(Nc2ccc(C#N)cc2)nc2[nH]ccc12. As a reaction SMILES: [CH3:45][CH2:46][O:47][C:48]([CH3:49])=[O:50].[Cl:1][c:2]1[n:3][c:4]([O:11][c:12]2[c:13]([CH3:22])[cH:14][c:15]([CH:19]3[CH2:20][CH2:21]3)[cH:16][c:17]2[CH3:18])[c:5]2[c:6]([n:7]1)[nH:8][cH:9][cH:10]2.[NH2:23][c:24]1[cH:25][cH:26][c:27]([C:28]#[N:29])[cH:30][cH:31]1.[OH:32][C:33]([C:34]([F:35])([F:36])[F:37])=[O:38].[OH:39][CH2:40][C:41]([F:42])([F:43])[F:44]>>[c:2]1([NH:23][c:24]2[cH:25][cH:26][c:27]([C:28]#[N:29])[cH:30][cH:31]2)[n:3][c:4]([O:11][c:12]2[c:13]([CH3:22])[cH:14][c:15]([CH:19]3[CH2:20][CH2:21]3)[cH:16][c:17]2[CH3:18])[c:5]2[c:6]([n:7]1)[nH:8][cH:9][cH:10]2.